Dataset: the Open Reaction Database (ORD), a public repository of structured organic reaction records. Task: describe an organic reaction: reactants, conditions, products, and yield The reactants are OC1=C(C(=O)O)C=C(C=C1)O (2,5-Dihydroxybenzoic acid), IR(KBr), methyl ester, C(=O)C=1C=CC(=C(C(=O)OCC)C1)O (Ethyl 5-formyl-2-hydroxybenzoate). Solvent: CO (methanol). Yields the product OC1=C(C(=O)OC)C=C(C=C1)O (Methyl 2,5-dihydroxybenzoate). The yield is 94.0%. RXN SMILES: [OH:1][C:2]1[CH:10]=[CH:9][C:8]([OH:11])=[CH:7][C:3]=1[C:4]([OH:6])=[O:5].[CH:12](C1C=CC(O)=C(C=1)C(OCC)=O)=O>CO>[OH:1][C:2]1[CH:10]=[CH:9][C:8]([OH:11])=[CH:7][C:3]=1[C:4]([O:6][CH3:12])=[O:5]. Reported procedure: 2,5-Dihydroxybenzoic acid was converted to its methyl ester using catalytic sulfuric acid in methanol following the same protocol as for esterification 2c in 94% yield. mp 86.4°-88.5° C. IR(KBr): cm-1 3346, 1684. Starting materials: CC1=NOC(=C1CN1N=CC(=C1)N1C(NC(C1=O)CC(=O)O)=O)C (2-(1-(1-((3,5-dimethylisoxazol-4-yl)methyl)-1H-pyrazol-4-yl)-2,5-dioxoimidazolidin-4-yl)acetic acid), C(C1=CC=CC=C1)N (benzyl amine). Yields the product C(C1=CC=CC=C1)NC(CC1NC(N(C1=O)C=1C=NN(C1)CC=1C(=NOC1C)C)=O)=O (N-benzyl-2-(1-(1-((3,5-dimethylisoxazol-4-yl)methyl)-1H-pyrazol-4-yl)-2,5-dioxoimidazolidin-4-yl)acetamide). The yield is 30.0%. RXN SMILES: [CH3:1][C:2]1[C:6]([CH2:7][N:8]2[CH:12]=[C:11]([N:13]3[C:17](=[O:18])[CH:16]([CH2:19][C:20](O)=[O:21])[NH:15][C:14]3=[O:23])[CH:10]=[N:9]2)=[C:5]([CH3:24])[O:4][N:3]=1.[CH2:25]([NH2:32])[C:26]1[CH:31]=[CH:30][CH:29]=[CH:28][CH:27]=1>>[CH2:25]([NH:32][C:20](=[O:21])[CH2:19][CH:16]1[C:17](=[O:18])[N:13]([C:11]2[CH:10]=[N:9][N:8]([CH2:7][C:6]3[C:2]([CH3:1])=[N:3][O:4][C:5]=3[CH3:24])[CH:12]=2)[C:14](=[O:23])[NH:15]1)[C:26]1[CH:31]=[CH:30][CH:29]=[CH:28][CH:27]=1. Procedure details: Prepared as in Example 10-48 from 3-(1-(1-((3,5-dimethylisoxazol-4-yl)methyl)-1H-pyrazol-4-yl)-2,5-dioxoimidazolidin-4-yl)acetic acid (example 10-44) and benzyl amine. Yield: 30%. 1H NMR (CDCl3, 400 MHz): δ 2.18 (s, 3 H), 2.41 (s, 3 H), 2.56-2.52 (m, 1H, J=16 Hz), 2.56-2.52 (m, 1H), 3.00-2.96 (m, 1H), 4.45-4.44 (d, J=5.6 Hz, 2H), 5.04 (s, 2H), 5.96 (bs, 1H), 6.36 (bs, 1H), 7.36-7.25 (m, 5H), 7.90 (s, 1H, 8.05 (s, 1H). The title compound was shown to inhibit hT2R08 bitter receptor and had an IC50... Starting materials: C(C)OC(=O)N1CCN2C(C(C1)NCC1=CC=CC=C1)=NC(=CC2=O)C2=NC=NC=C2 (9-benzylamino-4-oxo-2-pyrimidin-4-yl-5,6,8,9-tetrahydro-4H-1,4a,7-triaza-benzocycloheptene-7-carboxylic acid ethyl ester), Br (hydrobromic acid). Run in C(C)(=O)O (acetic acid). Run at temperature 80 celsius, time 16 hour. Yields the product Br.C(C1=CC=CC=C1)NC1CNCCN2C1=NC(=CC2=O)C2=NC=NC=C2 ((+/−)-9-Benzylamino-2-pyrimidin-4-yl-6,7,8,9-tetrahydro-5H-1,4a,7-triaza-benzocyclohepten-4-one hydrobromide). Yield: 92.1%. RXN SMILES: C(OC([N:6]1[CH2:12][CH:11]([NH:13][CH2:14][C:15]2[CH:20]=[CH:19][CH:18]=[CH:17][CH:16]=2)[C:10]2=[N:21][C:22]([C:26]3[CH:31]=[CH:30][N:29]=[CH:28][N:27]=3)=[CH:23][C:24](=[O:25])[N:9]2[CH2:8][CH2:7]1)=O)C.[BrH:32]>C(O)(=O)C>[BrH:32].[CH2:14]([NH:13][CH:11]1[C:10]2=[N:21][C:22]([C:26]3[CH:31]=[CH:30][N:29]=[CH:28][N:27]=3)=[CH:23][C:24](=[O:25])[N:9]2[CH2:8][CH2:7][NH:6][CH2:12]1)[C:15]1[CH:16]=[CH:17][CH:18]=[CH:19][CH:20]=1 |f:3.4|. Procedure: To a solution of 0.090 g (0.21 mmol) of 9-benzylamino-4-oxo-2-pyrimidin-4-yl-5,6,8,9-tetrahydro-4H-1,4a,7-triaza-benzocycloheptene-7-carboxylic acid ethyl ester dissolved in 3.00 mL of glacial acetic acid was added 0.75 mL (4.28 mmol) of hydrobromic acid (33 wt % solution in glacial acetic acid). The resulting mixture was stirred at 80° C. for 16 hours, cooled and evaporated to dryness. Toluene was added to the residue and evaporated. Ethanol was added to the residue and evaporated. The crude wa... Starting materials: CC(C)C[AlH]CC(C)C, ClCCl, COC(=O)C(C)(C)n1cc(-c2ccnc(SC)n2)c(I)n1. Yields the product CSc1nccc(-c2cn(C(C)(C)CO)nc2I)n1. RXN SMILES: [CH3:22][CH:23]([CH2:24][AlH:25][CH2:26][CH:27]([CH3:28])[CH3:29])[CH3:30].[Cl:31][CH2:32][Cl:33].[I:1][c:2]1[n:3][n:4]([C:15]([C:16](=[O:17])[O:18][CH3:19])([CH3:20])[CH3:21])[cH:5][c:6]1-[c:7]1[n:8][c:9]([S:13][CH3:14])[n:10][cH:11][cH:12]1>>[I:1][c:2]1[n:3][n:4]([C:15]([CH2:16][OH:17])([CH3:20])[CH3:21])[cH:5][c:6]1-[c:7]1[n:8][c:9]([S:13][CH3:14])[n:10][cH:11][cH:12]1. Starting materials: CCCCCCc1ccc(C(=O)N(Cc2ccc(C#Cc3ccc(CCCC)cc3)cc2)c2ccc3c(c2)C(=O)OC(C)(C)O3)cc1, CCO, [Na+], [OH-]. As a reaction SMILES: [CH2:1]([CH2:2][CH2:3][CH3:4])[c:5]1[cH:6][cH:7][c:8]([C:11]#[C:12][c:13]2[cH:14][cH:15][c:16]([CH2:17][N:18]([C:19]([c:20]3[cH:21][cH:22][c:23]([CH2:26][CH2:27][CH2:28][CH2:29][CH2:30][CH3:31])[cH:24][cH:25]3)=[O:32])[c:33]3[cH:34][c:35]4[c:36]([cH:44][cH:45]3)[O:37][C:38]([CH3:42])([CH3:43])[O:39][C:40]4=[O:41])[cH:46][cH:47]2)[cH:9][cH:10]1.[CH3:50][CH2:51][OH:52].[Na+:49].[OH-:48]>>[CH2:1]([CH2:2][CH2:3][CH3:4])[c:5]1[cH:6][cH:7][c:8]([C:11]#[C:12][c:13]2[cH:14][cH:15][c:16]([CH2:17][N:18]([C:19]([c:20]3[cH:21][cH:22][c:23]([CH2:26][CH2:27][CH2:28][CH2:29][CH2:30][CH3:31])[cH:24][cH:25]3)=[O:32])[c:33]3[cH:34][c:35]([C:40](=[O:39])[OH:41])[c:36]([OH:37])[cH:44][cH:45]3)[cH:46][cH:47]2)[cH:9][cH:10]1. Yields the product CCCCCCc1ccc(C(=O)N(Cc2ccc(C#Cc3ccc(CCCC)cc3)cc2)c2ccc(O)c(C(=O)O)c2)cc1. The reactants are CS(=O)(=O)Cl (methanesulfonyl chloride), CS(=O)(=O)Cl (Methanesulfonyl chloride), C1(CCCCC1)CN1C=C(C2=CC=CC(=C12)OC)C=1N=C(SC1)CO (1-(cyclohexyl)methyl-3-[2-(hydroxymethyl)thiazol-4-yl]7-methoxy-1H-indole), N1=CC=CC=C1 (pyridine). Solvent: ClCCl (dichloromethane). Reaction conditions: time 8 hour. Yields the product ClCC=1SC=C(N1)C1=CN(C2=C(C=CC=C12)OC)CC1CCCCC1 (3-[2-(chloromethyl)thiazol-4-yl]-1-(cyclohexyl)methyl-7-methoxy-1H-indole). Yield: 98.8%. As a reaction SMILES: CS([Cl:5])(=O)=O.[CH:6]1([CH2:12][N:13]2[C:21]3[C:16](=[CH:17][CH:18]=[CH:19][C:20]=3[O:22][CH3:23])[C:15]([C:24]3[N:25]=[C:26]([CH2:29]O)[S:27][CH:28]=3)=[CH:14]2)[CH2:11][CH2:10][CH2:9][CH2:8][CH2:7]1.N1C=CC=CC=1>ClCCl>[Cl:5][CH2:29][C:26]1[S:27][CH:28]=[C:24]([C:15]2[C:16]3[C:21](=[C:20]([O:22][CH3:23])[CH:19]=[CH:18][CH:17]=3)[N:13]([CH2:12][CH:6]3[CH2:11][CH2:10][CH2:9][CH2:8][CH2:7]3)[CH:14]=2)[N:25]=1. Procedure: Methanesulfonyl chloride (174 μl, 2.25 mmol) was added to a solution of 1-(cyclohexyl)methyl-3-[2-(hydroxymethyl)thiazol-4-yl]7-methoxy-1H-indole (0.40 g, 1.12 mmol) and pyridine (182 μl, 2.25 mmol) in dichloromethane (8 ml). The resulting mixture was stirred at room temperature overnight. Further methanesulfonyl chloride (87 μl, 1.12 mmol) was added and stirring continued for 0.5 h. The mixture was concentrated in vacuo and the resulting orange residue was purified by flash column chromatograph...